Dataset: the Open Reaction Database (ORD), a public repository of structured organic reaction records. Task: describe an organic reaction: reactants, conditions, products, and yield The reactants are C1(CCCC1)CC(=O)C1=CC=C(C=C1)C1OCCO1 (2-Cyclopentyl-1-[4-(2-Dioxolanyl)Phenyl]Ethanone), Cl (HCl). Solvent: C1CCOC1 (THF). Product: C1(CCCC1)CC(=O)C1=CC=C(C=C1)C=O (4-(2-Cyclopentyl-1-Oxoethyl)Benzenecarboxaldehyde). Isolated yield 92.5%. As a reaction SMILES: [CH:1]1([CH2:6][C:7]([C:9]2[CH:14]=[CH:13][C:12]([CH:15]3OCC[O:16]3)=[CH:11][CH:10]=2)=[O:8])[CH2:5][CH2:4][CH2:3][CH2:2]1.Cl>C1COCC1>[CH:1]1([CH2:6][C:7]([C:9]2[CH:14]=[CH:13][C:12]([CH:15]=[O:16])=[CH:11][CH:10]=2)=[O:8])[CH2:5][CH2:4][CH2:3][CH2:2]1. Procedure details: The product of Example D (2.8 g, 0.011 mole) was dissolved in 50 mls of THF and 5 mls of 1N HCl was added. The mixture was refluxed for 3 hours and cooled. The solvent was removed on the rotary evaporator. The residue was dissolved in ethyl acetate and washed with 7% NaHCO3. After drying the solution over Na2SO4, the organic layer was concentrated on the rotary evaporator and the residue was chromatographed on silica gel using 5% ethyl acetate/hexane to give 2.2 g of the title compound (95% yiel... Starting materials: ClC=1C=CC(=C(N)C1)[N+](=O)[O-] (5-chloro-2-nitroaniline), FC1=CC=C(C=C1)O (4-fluorophenol), C([O-])([O-])=O.[K+].[K+] (potassium carbonate), CN(C)C=O (DMF). Solvent: O (water). Reaction conditions: temperature 120 celsius, time 1 day. Product: FC1=CC=C(OC=2C=CC(=C(N)C2)[N+](=O)[O-])C=C1 (5-(4-fluorophenoxy)-2-nitroaniline). The yield is 102.7%. Reaction SMILES: Cl[C:2]1[CH:3]=[CH:4][C:5]([N+:9]([O-:11])=[O:10])=[C:6]([CH:8]=1)[NH2:7].[F:12][C:13]1[CH:18]=[CH:17][C:16]([OH:19])=[CH:15][CH:14]=1.C(=O)([O-])[O-].[K+].[K+].CN(C=O)C>O>[F:12][C:13]1[CH:18]=[CH:17][C:16]([O:19][C:2]2[CH:3]=[CH:4][C:5]([N+:9]([O-:11])=[O:10])=[C:6]([CH:8]=2)[NH2:7])=[CH:15][CH:14]=1 |f:2.3.4|. Procedure: A mixture of 5-chloro-2-nitroaniline (345 mg, 2.00 mmol), 4-fluorophenol (224 mg, 2 mmol), potassium carbonate (549 mg, 4 mmol) and DMF (8 mL) was stirred at 120° C. for 1 day. The mixture was cooled and then water (10 mL) was added. The mixture was extracted with ethyl acetate (4×2 mL). The combined extract was dried over magnesium sulfate and concentrated. Product was purified from the residue by silica gel column chromatography (eluted with a 6:1 mixture of hexane/EtOAc) to give 5-(4-fluoroph... Starting materials: C(C)(=O)OC=1C=C(C=C2N3CC4NC4C(C(C12)COC(N)=O)(O3)OC(C)=O)C(OC)OC (8-Carbamoyloxymethyl-4-dimethoxymethyl-14-oxa-1,11-diazatetracyclo[7.4.1.02,7.010,12 ]tetradeca-2,4,6-trien-6,9-diyl diacetate), C1(=CC=C(C=C1)S(=O)(=O)O)C (p-toluenesulfonic acid). Yields the product C(C)(=O)OC=1C=C(C=C2N3CC4NC4C(C(C12)COC(N)=O)(O3)OC(C)=O)C=O (8-carbamoyloxymethyl-4-formyl-14-oxa-1,11-diazatetracyclo[7.4.1.02,7.010,12 ]tetradeca-2,4,6-trien-6,9-diyl diacetate). RXN SMILES: [C:1]([O:4][C:5]1[CH:6]=[C:7]([CH:28](OC)[O:29]C)[CH:8]=[C:9]2[C:17]=1[CH:16]([CH2:18][O:19][C:20](=[O:22])[NH2:21])[C:15]1([O:24][C:25](=[O:27])[CH3:26])[O:23][N:10]2[CH2:11][CH:12]2[CH:14]1[NH:13]2)(=[O:3])[CH3:2].C1(C)C=CC(S(O)(=O)=O)=CC=1>>[C:1]([O:4][C:5]1[CH:6]=[C:7]([CH:28]=[O:29])[CH:8]=[C:9]2[C:17]=1[CH:16]([CH2:18][O:19][C:20](=[O:22])[NH2:21])[C:15]1([O:24][C:25](=[O:27])[CH3:26])[O:23][N:10]2[CH2:11][CH:12]2[CH:14]1[NH:13]2)(=[O:3])[CH3:2]. Procedure details: 8-Carbamoyloxymethyl-4-dimethoxymethyl-14-oxa-1,11-diazatetracyclo[7.4.1.02,7.010,12 ]tetradeca-2,4,6-trien-6,9-diyl diacetate is reacted with p-toluenesulfonic acid according to a similar manner to that of Example 38 to give 8-carbamoyloxymethyl-4-formyl-14-oxa-1,11-diazatetracyclo[7.4.1.02,7.010,12 ]tetradeca-2,4,6-trien-6,9-diyl diacetate. Further, this product is subjected to catalytic reduction according to a similar manner to that of Example 17 to afford 8-carbamoyloxymethyl-4-hydroxymethy... The reactants are C(C)OCCN1C(=NC2=C1C=CC=C2)NC2CCN(CC2)CCC2(CNCC2)C2=CC=CC=C2 (3-(2-(4-(1-(2-ethoxyethyl)-1H-benzimidazol-2-yl-amino)piperidin-1-yl)ethyl)-3-phenylpyrrolidine), C([O-])(O)=O.[Na+] (sodium bicarbonate), COC1=C(C(=O)Cl)C=C(C=C1)CN1N=NN=C1 (2-methoxy-5-(1H-tetrazol-1-ylmethyl)benzoyl chloride). Solvent: C(C)(=O)OCC.CCCCCC (ethyl acetate hexane), CC(=O)C (acetone), C(C)(=O)OCC (ethyl acetate). Run at time 18 hour. Yields the product COC1=C(C(=O)N2CC(CC2)(C2=CC=CC=C2)CCN2CCC(CC2)NC2=NC3=C(N2CCOCC)C=CC=C3)C=C(C=C1)CN1N=NN=C1 (1-(2-methoxy-5-(1H-tetrazol-1-ylmethyl)benzoyl)-3-(2-(4-(1-(2-ethoxyethyl)-1H-benzimidazol-2-yl-amino)piperidin-1-yl)ethyl)-3-phenylpyrrolidine). RXN SMILES: [CH2:1]([O:3][CH2:4][CH2:5][N:6]1[C:10]2[CH:11]=[CH:12][CH:13]=[CH:14][C:9]=2[N:8]=[C:7]1[NH:15][CH:16]1[CH2:21][CH2:20][N:19]([CH2:22][CH2:23][C:24]2([C:29]3[CH:34]=[CH:33][CH:32]=[CH:31][CH:30]=3)[CH2:28][CH2:27][NH:26][CH2:25]2)[CH2:18][CH2:17]1)[CH3:2].C(=O)(O)[O-].[Na+].[CH3:40][O:41][C:42]1[CH:50]=[CH:49][C:48]([CH2:51][N:52]2[CH:56]=[N:55][N:54]=[N:53]2)=[CH:47][C:43]=1[C:44](Cl)=[O:45]>C(OCC)(=O)C.CCCCCC.CC(C)=O.C(OCC)(=O)C>[CH3:40][O:41][C:42]1[CH:50]=[CH:49][C:48]([CH2:51][N:52]2[CH:56]=[N:55][N:54]=[N:53]2)=[CH:47][C:43]=1[C:44]([N:26]1[CH2:27][CH2:28][C:24]([CH2:23][CH2:22][N:19]2[CH2:20][CH2:21][CH:16]([NH:15][C:7]3[N:6]([CH2:5][CH2:4][O:3][CH2:1][CH3:2])[C:10]4[CH:11]=[CH:12][CH:13]=[CH:14][C:9]=4[N:8]=3)[CH2:17][CH2:18]2)([C:29]2[CH:30]=[CH:31][CH:32]=[CH:33][CH:34]=2)[CH2:25]1)=[O:45] |f:1.2,4.5|. Reported procedure: Combine 3-(2-(4-(1-(2-ethoxyethyl)-1H-benzimidazol-2-yl-amino)piperidin-1-yl)ethyl)-3-phenylpyrrolidine (prepared from (−)-3-phenyl-3-(2-hydroxyethyl)pyrrolidine (R,R)-di-p-anisoyltartaric acid salt) (1.5 mmol) and sodium bicarbonate (0.93 g, 11.07 mmol) in acetone/water (1/1, 40 mL). Cool in an ice bath. Add a solution of 2-methoxy-5-(1H-tetrazol-1-ylmethyl)benzoyl chloride (0.38 g, 1.49 mmol) in acetone (25 mL). After 18 hours, dilute the reaction mixture with ethyl acetate and extract twice w... Starting materials: Cc1cc(Cl)ccc1NC(=O)OC(C)(C)C, C1CCOC1, CON(C)C(=O)C(C)C, [Li]C(C)CC, Cl. Product: CC(C)C(=O)Cc1cc(Cl)ccc1NC(=O)OC(C)(C)C. Reaction SMILES: [C:1]([CH3:2])([CH3:3])([CH3:4])[O:5][C:6]([NH:7][c:8]1[c:9]([CH3:15])[cH:10][c:11]([Cl:14])[cH:12][cH:13]1)=[O:16].[CH2:32]1[O:33][CH2:34][CH2:35][CH2:36]1.[CH3:22][O:23][N:24]([C:25]([CH:26]([CH3:27])[CH3:28])=[O:29])[CH3:30].[CH:17]([Li:18])([CH2:19][CH3:20])[CH3:21].[ClH:31]>>[C:1]([CH3:2])([CH3:3])([CH3:4])[O:5][C:6]([NH:7][c:8]1[c:9]([CH2:15][C:25]([CH:26]([CH3:27])[CH3:28])=[O:29])[cH:10][c:11]([Cl:14])[cH:12][cH:13]1)=[O:16]. The reactants are C1(=CC=C(C=C1)S(=O)(=O)O)C (p-tolu-enesulfonic acid), COC=1C=C(C=CC1OC)C=CC(=O)C1=CC=C(C=C1)OCC=C (3,4-dimethoxy-4′-allyloxychalcone). The reagents and catalysts are [Pd] (palladium on carbon). Run in CO (methanol), O (water). Run at temperature 80 celsius. Yields the product COC=1C=C(C=CC1OC)C=CC(=O)C1=CC=C(C=C1)O (3,4-dimethoxy-4′-hydroxychalcone). Yield: 29.3%. Reaction SMILES: [CH3:1][O:2][C:3]1[CH:4]=[C:5]([CH:11]=[CH:12][C:13]([C:15]2[CH:20]=[CH:19][C:18]([O:21]CC=C)=[CH:17][CH:16]=2)=[O:14])[CH:6]=[CH:7][C:8]=1[O:9][CH3:10].C1(C)C=CC(S(O)(=O)=O)=CC=1>CO.O.[Pd]>[CH3:1][O:2][C:3]1[CH:4]=[C:5]([CH:11]=[CH:12][C:13]([C:15]2[CH:16]=[CH:17][C:18]([OH:21])=[CH:19][CH:20]=2)=[O:14])[CH:6]=[CH:7][C:8]=1[O:9][CH3:10]. Procedure details: 486 mg (1.5 mmol) of 3,4-dimethoxy-4′-allyloxychalcone was dissolved in a mixture of 7.5 ml of methanol and 1.5 ml of water. To the solution were added 150 mg of p-tolu-enesulfonic acid and 150 mg of palladium on carbon (10%) and the solution was heated to 80° C. for 2 h in a sealed flask. The reaction mixture was filtered and poured into a mixture of 10 ml of an aqueous 10% solution of sodium bicarbonate and 10 ml of a saturated aqueous solution of sodium chloride. The mixture was extracted wit...